This data is from the Open Reaction Database (ORD), a public repository of structured organic reaction records. The task is: describe an organic reaction: reactants, conditions, products, and yield Reactants: CN1C(CC[C@@]2(C3=C(CC[C@@H]12)C=C(C=C3)Br)C)=O ((+)-(4aR)-(10bR)-4-methyl-8-bromo-10b-methyl-1,2,3,4,4a,5,6,10b-octahydrobenzo[f]quinolin-3-one), ClC1=C(C=CC=C1Cl)B(O)O (2,3-dichlorophenylboronic acid), C([O-])([O-])=O.[Na+].[Na+] (sodium carbonate), C1CCOC1 (THF). The reagents and catalysts are [Pd].C1(=CC=CC=C1)P(C1=CC=CC=C1)C1=CC=CC=C1.C1(=CC=CC=C1)P(C1=CC=CC=C1)C1=CC=CC=C1.C1(=CC=CC=C1)P(C1=CC=CC=C1)C1=CC=CC=C1.C1(=CC=CC=C1)P(C1=CC=CC=C1)C1=CC=CC=C1 (tetrakis (triphenylphosphine) palladium (0)). The solvent is C(Cl)(Cl)Cl (chloroform). The product is CN1C(CC[C@@]2(C3=C(CC[C@@H]12)C=C(C=C3)C3=C(C(=CC=C3)Cl)Cl)C)=O ((+)-(4aR)-(10bR)-4-methyl-8-(2,3-dichlorophenyl)-10b-methyl-1,2,3,4,4a,5,6,10b-octahydrobenzo [f]quinolin-3-one). The yield is 79.3%. RXN SMILES: [CH3:1][N:2]1[C@H:11]2[C@@:6]([CH3:17])([C:7]3[CH:15]=[CH:14][C:13](Br)=[CH:12][C:8]=3[CH2:9][CH2:10]2)[CH2:5][CH2:4][C:3]1=[O:18].[Cl:19][C:20]1[C:25]([Cl:26])=[CH:24][CH:23]=[CH:22][C:21]=1B(O)O.C(=O)([O-])[O-].[Na+].[Na+].C1COCC1>C(Cl)(Cl)Cl.[Pd].C1(P(C2C=CC=CC=2)C2C=CC=CC=2)C=CC=CC=1.C1(P(C2C=CC=CC=2)C2C=CC=CC=2)C=CC=CC=1.C1(P(C2C=CC=CC=2)C2C=CC=CC=2)C=CC=CC=1.C1(P(C2C=CC=CC=2)C2C=CC=CC=2)C=CC=CC=1>[CH3:1][N:2]1[C@H:11]2[C@@:6]([CH3:17])([C:7]3[CH:15]=[CH:14][C:13]([C:24]4[CH:23]=[CH:22][CH:21]=[C:20]([Cl:19])[C:25]=4[Cl:26])=[CH:12][C:8]=3[CH2:9][CH2:10]2)[CH2:5][CH2:4][C:3]1=[O:18] |f:2.3.4,7.8.9.10.11|. Procedure: A 15 mL round bottom flask was charged with (+)-(4aR)-(10bR)-4-methyl-8-bromo-10b-methyl-1,2,3,4,4a,5,6,10b-octahydrobenzo[f]quinolin-3-one (200 mg, 0.65 mmol), tetrakis (triphenylphosphine) palladium (0) (23 mg, 0.02 mmol), 2,3-dichlorophenylboronic acid (187 mg, 0.98 mmol), 0.65 mL of 2M sodium carbonate solution and 2 mL of THF, fitted with a reflux condenser, and the stirred mixture was heated at 80°, under nitrogen, for 16 h. The mixture was cooled, diluted with chloroform (50 mL) and washe...